This data is from the Open Reaction Database (ORD), a public repository of structured organic reaction records. The task is: describe an organic reaction: reactants, conditions, products, and yield Starting materials: C(CO)(=O)O (glycolic acid), C(CN)N (ethylene diamine), C(CC)(=O)O (propionic acid), Ru. The solvent is aqueous solution. Reaction conditions: temperature 15 celsius, time 21 hour. Product: C(C=O)(=O)[O-] (glyoxylate), C(C(=O)[O-])(=O)[O-] (oxalate), C(=O)[O-] (formate). RXN SMILES: [C:1]([OH:5])(=[O:4])[CH2:2][OH:3].C(N)CN.[C:10]([OH:14])(=[O:13])CC>>[C:1]([O-:5])(=[O:4])[CH:2]=[O:3].[C:2]([O-:13])(=[O:3])[C:1]([O-:5])=[O:4].[CH:10]([O-:14])=[O:13]. Procedure details: Into a 3 oz. Fischer-Porter glass aerosol reaction vessel was placed a magnetic stirring bar and 10 mL of an aqueous solution containing glycolic acid (750 mM), ethylene diamine (865 mM), FMN (0.01 mM), propionic acid (HPLC internal standard, 75 mM), and 5% Ru on Al2O3 (1.39 g, 14,000 IU). The final pH of this solution was 9.1. The reaction vessel was sealed and the reaction mixture was cooled to 15° C., then the vessel was flushed with oxygen by pressurizing to 70 psig (483 kPa) and venting to ... Starting materials: ClS(=O)(=O)C1=CC=C(C(=O)O)C=C1 (4-(chlorosulfonyl)benzoic acid), CNC1=CC=CC=C1 (N-methylaniline). The product is CN(S(=O)(=O)C1=CC=C(C(=O)O)C=C1)C1=CC=CC=C1 (4-(N-methyl-N-phenylsulfamoyl)benzoic acid). Reaction SMILES: Cl[S:2]([C:5]1[CH:13]=[CH:12][C:8]([C:9]([OH:11])=[O:10])=[CH:7][CH:6]=1)(=[O:4])=[O:3].[CH3:14][NH:15][C:16]1[CH:21]=[CH:20][CH:19]=[CH:18][CH:17]=1>>[CH3:14][N:15]([C:16]1[CH:21]=[CH:20][CH:19]=[CH:18][CH:17]=1)[S:2]([C:5]1[CH:13]=[CH:12][C:8]([C:9]([OH:11])=[O:10])=[CH:7][CH:6]=1)(=[O:4])=[O:3]. Procedure: 4-(chlorosulfonyl)benzoic acid (500 mg, 2.27 mmol) was treated with N-methylaniline (729 mg, 6.8 mmol) using method A to give 4-(N-methyl-N-phenylsulfamoyl)benzoic acid as an off-white solid. Yield: 374 mg (57%). 1H-NMR: 8.09 (d, J=8.5 Hz, 2H), 7.62 (d, J=8.5 Hz, 2H), 7.38-7.28 (m, 3H), 7.13-7.08 (m, 2H), 3.17 (s, 3H). The reactants are O (water), COC=1C(=NC(=NC1)N1N=CC(=C1)C(F)(F)F)S(=O)(=O)C (5-methoxy-4-methylsulfonyl-2-(4-trifluoromethyl-1H-1-pyrazolyl)pyrimidine), OC1=CSC(=C1)C(F)(F)F (3-hydroxy-5-trifluoromethyl-thiophene), C(=O)([O-])[O-].[K+].[K+] (K2CO3). Solvent: CN(C)C=O (DMF). Run at temperature 60 celsius, time 6 hour. Yields the product COC=1C(=NC(=NC1)N1N=CC(=C1)C(F)(F)F)OC1=CSC(=C1)C(F)(F)F (5-methoxy-2-(4-trifluoromethyl-1H-1-pyrazolyl)-4-(5-trifluoromethyl-3-thienyloxy)pyrimidine). The yield is 59.0%. RXN SMILES: [CH3:1][O:2][C:3]1[C:4](S(C)(=O)=O)=[N:5][C:6]([N:9]2[CH:13]=[C:12]([C:14]([F:17])([F:16])[F:15])[CH:11]=[N:10]2)=[N:7][CH:8]=1.[OH:22][C:23]1[CH:27]=[C:26]([C:28]([F:31])([F:30])[F:29])[S:25][CH:24]=1.C([O-])([O-])=O.[K+].[K+].O>CN(C=O)C>[CH3:1][O:2][C:3]1[C:4]([O:22][C:23]2[CH:27]=[C:26]([C:28]([F:31])([F:30])[F:29])[S:25][CH:24]=2)=[N:5][C:6]([N:9]2[CH:13]=[C:12]([C:14]([F:15])([F:16])[F:17])[CH:11]=[N:10]2)=[N:7][CH:8]=1 |f:2.3.4|. Procedure: A mixture of 0.4 g (1.24 mmol) of 5-methoxy-4-methylsulfonyl-2-(4-trifluoromethyl-1H-1-pyrazolyl)pyrimidine, 0.27 g (1.60 mmol) of 3-hydroxy-5-trifluoromethyl-thiophene and 0.34 g (2.47 mmol) of K2CO3 in 10 ml of DMF is stirred at 60° C. for 6 h and then at RT for 48 h. It is subsequently poured into 20 ml of water and extracted with four times 15 ml of CH2Cl2. The combined organic phase is dried over Na2SO4, filtered and concentrated. Chromatographic purification on silica gel with heptane/ethy... Starting materials: NS(=O)(=O)c1ccc(Br)s1, O=C([O-])[O-], CCCO, COc1ccccc1B(O)O, CCOC(C)=O, [Na+], [Na+], CC(=O)[O-], CC(=O)[O-], O, [Pd+2], c1ccc(P(c2ccccc2)c2ccccc2)cc1. The product is COc1ccccc1-c1ccc(S(N)(=O)=O)s1. RXN SMILES: [Br:12][c:13]1[cH:14][cH:15][c:16]([S:18](=[O:19])(=[O:20])[NH2:21])[s:17]1.[C:41](=[O:42])([O-:43])[O-:44].[CH2:63]([OH:64])[CH2:65][CH3:66].[CH3:1][O:2][c:3]1[c:4]([B:9]([OH:10])[OH:11])[cH:5][cH:6][cH:7][cH:8]1.[CH3:47][CH2:48][O:49][C:50](=[O:51])[CH3:52].[Na+:45].[Na+:46].[O-:54][C:55]([CH3:56])=[O:57].[O-:58][C:59]([CH3:60])=[O:61].[OH2:62].[Pd+2:53].[c:22]1([P:23]([c:24]2[cH:25][cH:26][cH:27][cH:28][cH:29]2)[c:30]2[cH:31][cH:32][cH:33][cH:34][cH:35]2)[cH:36][cH:37][cH:38][cH:39][cH:40]1>>[CH3:1][O:2][c:3]1[c:4](-[c:13]2[cH:14][cH:15][c:16]([S:18](=[O:19])(=[O:20])[NH2:21])[s:17]2)[cH:5][cH:6][cH:7][cH:8]1. The reactants are Cl.O1CCOCC1 (hydrogen chloride dioxane), C(C)(=O)SCCN(C(N[C@H](C(=O)OC(C)(C)C)C)=O)CCC1CCCCC1 (t-butyl (2S)-2-[3-[2-(acetylthio)ethyl]-3-(2-cyclohexylethyl)ureido]propionate). Conditions: time 8 hour. Product: C(C)(=O)SCCN(C(N[C@H](C(=O)O)C)=O)CCC1CCCCC1 ((2S)-2-[3-[2-(Acetylthio)ethyl]-3-(2-cyclohexylethyl)ureido]propionic Acid). Yield: 41.8%. As a reaction SMILES: Cl.O1CCOCC1.[C:8]([S:11][CH2:12][CH2:13][N:14]([CH2:27][CH2:28][CH:29]1[CH2:34][CH2:33][CH2:32][CH2:31][CH2:30]1)[C:15](=[O:26])[NH:16][C@@H:17]([CH3:25])[C:18]([O:20]C(C)(C)C)=[O:19])(=[O:10])[CH3:9]>>[C:8]([S:11][CH2:12][CH2:13][N:14]([CH2:27][CH2:28][CH:29]1[CH2:30][CH2:31][CH2:32][CH2:33][CH2:34]1)[C:15](=[O:26])[NH:16][C@@H:17]([CH3:25])[C:18]([OH:20])=[O:19])(=[O:10])[CH3:9] |f:0.1|. Procedure: A 4.0 N hydrogen chloride/dioxane solution (14 ml) is added to t-butyl (2S)-2-[3-[2-(acetylthio)ethyl]-3-(2-cyclohexylethyl)ureido]propionate (Compound No. 5-1, 2.3 g), and the mixture is stirred at room temperature overnight. The reaction mixture is concentrated under reduced pressure, to the resulting oily matter are added a 5% aqueous sodium hydrogencarbonate solution (30 ml) and ethyl acetate (30 ml), and the aqueous layer is separated from the organic layer. A 5% aqueous citric acid solutio... The reactants are P(=O)(OCC)(OCC)OCC (Triethyl phosphate), C(C1=CC=CC=C1)OC1=CN=C2C=CC(=NC2=C1CBr)OC (7-benzyloxy-8-bromomethyl-2-methoxy-[1,5]naphthyridine), C(C)(=O)OCC (ethyl acetate). Run in C1(=CC=CC=C1)C (toluene), petroleum ether. Product: C(C)OP(OCC)(=O)CC1=C(C=NC2=CC=C(N=C12)OC)OCC1=CC=CC=C1 ((3-benzyloxy-6-methoxy-[1,5]naphthyridin-4-ylmethyl)-phosphonic acid diethyl ester). The yield is 77.2%. As a reaction SMILES: [P:1]([O:9][CH2:10][CH3:11])([O:6][CH2:7][CH3:8])([O:3]CC)=O.[CH2:12]([O:19][C:20]1[C:29]([CH2:30]Br)=[C:28]2[C:23]([CH:24]=[CH:25][C:26]([O:32][CH3:33])=[N:27]2)=[N:22][CH:21]=1)[C:13]1[CH:18]=[CH:17][CH:16]=[CH:15][CH:14]=1.C(OCC)(=O)C>C1(C)C=CC=CC=1>[CH2:10]([O:9][P:1]([CH2:30][C:29]1[C:28]2[C:23](=[CH:24][CH:25]=[C:26]([O:32][CH3:33])[N:27]=2)[N:22]=[CH:21][C:20]=1[O:19][CH2:12][C:13]1[CH:18]=[CH:17][CH:16]=[CH:15][CH:14]=1)(=[O:3])[O:6][CH2:7][CH3:8])[CH3:11]. Procedure details: Triethyl phosphate (960 μL, 5.60 mmol, 10.0 eq) is added at room temperature to a stirred solution of 7-benzyloxy-8-bromomethyl-2-methoxy-[1,5]naphthyridine (200 mg, 0.56 mmol, 1.0 eq) in toluene (1 mL) and the resulting mixture is heated under reflux for 6 hours. Solvent is then removed and the residue is purified by column chromatography (silica gel, eluent: petroleum ether:ethyl acetate, 1:1, v/v) to afford (3-benzyloxy-6-methoxy-[1,5]naphthyridin-4-ylmethyl)-phosphonic acid diethyl ester as ... The reactants are CC(C)(C)OC(=O)N1CCC(Nc2ccc(C#N)cn2)C1, ClCCl, Cl, C1COCCO1. Yields the product N#Cc1ccc(NC2CCNC2)nc1. RXN SMILES: [C:1](#[N:2])[c:3]1[cH:4][cH:5][c:6]([NH:9][CH:10]2[CH2:11][N:12]([C:15]([O:16][C:17]([CH3:18])([CH3:19])[CH3:20])=[O:21])[CH2:13][CH2:14]2)[n:7][cH:8]1.[Cl:23][CH2:24][Cl:25].[ClH:22].[O:26]1[CH2:27][CH2:28][O:29][CH2:30][CH2:31]1>>[C:1](#[N:2])[c:3]1[cH:4][cH:5][c:6]([NH:9][CH:10]2[CH2:11][NH:12][CH2:13][CH2:14]2)[n:7][cH:8]1. Reaction conditions: temperature 80 celsius, time 3 hour. Reported procedure: A mixture of 5′-bromo-2′-hydroxyacetophenone, diboron pinacol ester (1.25 eq), potassium acetate (3 eq) and [1,1′-bis (diphenylphosphino)ferrocene]dichloropalladium(II) (0.05 eq) in N,N-dimethylformamide (10 mmol) was stirred at 80° C. for 3 hours and cooled down. A solution of N-Isopropyl-1-(3-bromophenyl)-1,4-dihydro[1,8]naphthyridin-4-one-3-carboxamide from Example 1, Step 4 (0.75 eq) in N,N-dimethylformamide (7 ml/mmol), [1,1′-bis(diphenylphosphino)ferrocene]dichloropalladium(1) (0.05 eq) an... Yields the product C(C)(C)NC(=O)C1=CN(C2=NC=CC=C2C1=O)C1=CC(=CC=C1)C1=CC(=C(C=C1)O)C(C)=O (N-Isopropyl-1-[3-(3-acetyl-4-hydroxyphenyl)phenyl]-1,4-dihydro[1,8]naphthyridin-4-one-3-carboxamide). RXN SMILES: Br[C:2]1[CH:3]=[CH:4][C:5]([OH:11])=[C:6]([C:8](=[O:10])[CH3:9])[CH:7]=1.B1(B2OC(C)(C)C(C)(C)O2)OC(C)(C)C(C)(C)O1.C([O-])(=O)C.[K+].[CH:35]([NH:38][C:39]([C:41]1[C:50](=[O:51])[C:49]2[C:44](=[N:45][CH:46]=[CH:47][CH:48]=2)[N:43]([C:52]2[CH:57]=[CH:56][CH:55]=[C:54](Br)[CH:53]=2)[CH:42]=1)=[O:40])([CH3:37])[CH3:36].C(=O)([O-])[O-].[Na+].[Na+]>CN(C)C=O.C1C=CC(P(C2C=CC=CC=2)[C-]2C=CC=C2)=CC=1.C1C=CC(P(C2C=CC=CC=2)[C-]2C=CC=C2)=CC=1.Cl[Pd]Cl.[Fe+2]>[CH:35]([NH:38][C:39]([C:41]1[C:50](=[O:51])[C:49]2[C:44](=[N:45][CH:46]=[CH:47][CH:48]=2)[N:43]([C:52]2[CH:53]=[CH:54][CH:55]=[C:56]([C:2]3[CH:3]=[CH:4][C:5]([OH:11])=[C:6]([C:8](=[O:10])[CH3:9])[CH:7]=3)[CH:57]=2)[CH:42]=1)=[O:40])([CH3:37])[CH3:36] |f:2.3,5.6.7,9.10.11.12|. Solvent: CN(C=O)C (N,N-dimethylformamide), CN(C=O)C (N,N-dimethylformamide). The reactants are C(C)(C)NC(=O)C1=CN(C2=NC=CC=C2C1=O)C1=CC(=CC=C1)Br (N-Isopropyl-1-(3-bromophenyl)-1,4-dihydro[1,8]naphthyridin-4-one-3-carboxamide), [1,1′-bis(diphenylphosphino)ferrocene]dichloropalladium(1), C([O-])([O-])=O.[Na+].[Na+] (sodium carbonate), BrC=1C=CC(=C(C1)C(C)=O)O (5′-bromo-2′-hydroxyacetophenone), B1(OC(C(O1)(C)C)(C)C)B2OC(C(O2)(C)C)(C)C (diboron pinacol ester), C(C)(=O)[O-].[K+] (potassium acetate). The reagents and catalysts are C1=CC=C(C=C1)P([C-]2C=CC=C2)C3=CC=CC=C3.C1=CC=C(C=C1)P([C-]2C=CC=C2)C3=CC=CC=C3.Cl[Pd]Cl.[Fe+2] ([1,1′-bis (diphenylphosphino)ferrocene]dichloropalladium(II)).